describe an organic reaction: reactants, conditions, products, and yield From a dataset of the Open Reaction Database (ORD), a public repository of structured organic reaction records. Starting materials: C(C)(C)NC(N(C)CC(=O)O)=O ((3-isopropyl-1-methylureido)acetic acid). Solvent: O (water), Cl (hydrochloric acid), O (water). Product: C(C)(C)N1C(N(CC1=O)C)=O (3-Isopropyl-1-methylimidazolidine-2,4-dione). Yield: 100.3%. Reaction SMILES: [CH:1]([NH:4][C:5](=[O:12])[N:6]([CH2:8][C:9](O)=[O:10])[CH3:7])([CH3:3])[CH3:2]>O.Cl>[CH:1]([N:4]1[C:9](=[O:10])[CH2:8][N:6]([CH3:7])[C:5]1=[O:12])([CH3:3])[CH3:2]. Procedure details: A mixture of 14.9 g of (3-isopropyl-1-methylureido)acetic acid in 50 ml of water and 50 ml of concentrated hydrochloric acid was refluxed for 2 h. On cooling the mixture was diluted with water and extracted with ethyl acetate to give 13.4 g of a colourless oil. Mass spectrum (EI) m/z 156 M+. Reactants: NC=1SC=C(N1)C(C(=O)NC1[C@@H]2N(C(=C(CS2)C=C)C(=O)[O-])C1=O)=NO.[K+] (potassium 7-[2-(2-aminothiazol-4-yl)-2-hydroxyiminoacetamido]-3-vinyl-3-cephem-4-carboxylate), BrCC=1OC(OC1C)=O (4-bromomethyl-5-methyl-1,3-dioxol-2-one), C(C)(=O)OCC (ethyl acetate). Solvent: CN(C(C)=O)C (N,N-dimethylacetamide). The product is NC=1SC=C(N1)C(C(=O)NC1[C@@H]2N(C(=C(CS2)C=C)C(=O)OCC=2OC(OC2C)=O)C1=O)=NO ((5-methyl-2-oxo-1,3-dioxol-4-yl)methyl 7-[2-(2-aminothiazol-4-yl)-2-hydroxyiminoacetamido]-3-vinyl-3-cephem-4-carboxylate). Yield: 26.5%. As a reaction SMILES: [NH2:1][C:2]1[S:3][CH:4]=[C:5]([C:7](=[N:25][OH:26])[C:8]([NH:10][CH:11]2[C:23](=[O:24])[N:13]3[C:14]([C:20]([O-:22])=[O:21])=[C:15]([CH:18]=[CH2:19])[CH2:16][S:17][C@H:12]23)=[O:9])[N:6]=1.[K+].Br[CH2:29][C:30]1[O:31][C:32](=[O:36])[O:33][C:34]=1[CH3:35].C(OCC)(=O)C>CN(C)C(=O)C>[NH2:1][C:2]1[S:3][CH:4]=[C:5]([C:7](=[N:25][OH:26])[C:8]([NH:10][CH:11]2[C:23](=[O:24])[N:13]3[C:14]([C:20]([O:22][CH2:29][C:30]4[O:31][C:32](=[O:36])[O:33][C:34]=4[CH3:35])=[O:21])=[C:15]([CH:18]=[CH2:19])[CH2:16][S:17][C@H:12]23)=[O:9])[N:6]=1 |f:0.1|. Reported procedure: To a solution of potassium 7-[2-(2-aminothiazol-4-yl)-2-hydroxyiminoacetamido]-3-vinyl-3-cephem-4-carboxylate (syn isomer) (2.0 g) in N,N-dimethylacetamide (30 ml) was added 4-bromomethyl-5-methyl-1,3-dioxol-2-one (1.0 g) under ice-cooling with stirring. The reaction mixture was stirred at the same temperature for 30 minutes. The resulting mixture was poured into ethyl acetate (200 ml) and the organic solution was washed with water three times. The separated organic layer was dried over magnesiu... Yields the product CCOC(Cc1ccc(C#N)cc1N)(C(N)=O)c1ccc(OC)cc1F. As a reaction SMILES: [C:1](#[N:2])[c:3]1[cH:4][c:5]([N+:26]([O-:27])=[O:28])[c:6]([CH2:7][C:8]([C:9](=[O:10])[NH2:11])([c:12]2[c:13]([F:20])[cH:14][c:15]([O:18][CH3:19])[cH:16][cH:17]2)[O:21][CH2:22][CH3:23])[cH:24][cH:25]1.[CH2:29]1[O:30][CH2:31][CH2:32][CH2:33]1.[CH3:34][CH2:35][OH:36]>>[C:1](#[N:2])[c:3]1[cH:4][c:5]([NH2:26])[c:6]([CH2:7][C:8]([C:9](=[O:10])[NH2:11])([c:12]2[c:13]([F:20])[cH:14][c:15]([O:18][CH3:19])[cH:16][cH:17]2)[O:21][CH2:22][CH3:23])[cH:24][cH:25]1. The reactants are CCOC(Cc1ccc(C#N)cc1[N+](=O)[O-])(C(N)=O)c1ccc(OC)cc1F, C1CCOC1, CCO. Starting materials: CCCC[N+](CCCC)(CCCC)CCCC, C1CCOC1, [F-], CC(C)(O)c1ncc(-c2cc(C#C[Si](C)(C)C)cc(Nc3nccc(C(F)(F)F)n3)c2)s1. Product: C#Cc1cc(Nc2nccc(C(F)(F)F)n2)cc(-c2cnc(C(C)(C)O)s2)c1. Reaction SMILES: [CH2:34]([N+:35]([CH2:36][CH2:37][CH2:38][CH3:39])([CH2:40][CH2:41][CH2:42][CH3:43])[CH2:44][CH2:45][CH2:46][CH3:47])[CH2:48][CH2:49][CH3:50].[CH2:51]1[O:52][CH2:53][CH2:54][CH2:55]1.[F-:33].[F:1][C:2]([c:3]1[n:4][c:5]([NH:9][c:10]2[cH:11][c:12](-[c:22]3[cH:23][n:24][c:25]([C:27]([CH3:28])([CH3:29])[OH:30])[s:26]3)[cH:13][c:14]([C:16]#[C:17][Si:18]([CH3:19])([CH3:20])[CH3:21])[cH:15]2)[n:6][cH:7][cH:8]1)([F:31])[F:32]>>[F:1][C:2]([c:3]1[n:4][c:5]([NH:9][c:10]2[cH:11][c:12](-[c:22]3[cH:23][n:24][c:25]([C:27]([CH3:28])([CH3:29])[OH:30])[s:26]3)[cH:13][c:14]([C:16]#[CH:17])[cH:15]2)[n:6][cH:7][cH:8]1)([F:31])[F:32]. Starting materials: O1C(COC2=CC=CC3=C2C(=NO3)C)C1 (4-(2,3-epoxypropoxy)-3-methyl-1,2-benzisoxazole), ( i ), Cl.C1C(CCC2=CC=CC=C12)NCC(COC1=CC=CC2=C1C(=NO2)C)O (N-(1,2,3,4-tetrahydronaphth-2-yl)-2-hydroxy-3-(3-methyl-1,2-benzisoxazol-4-yloxy)propanamine hydrochloride). Run in C(C)O (ethanol). Yields the product NC1CC2=CC=CC=C2CC1 (2-aminotetralin). Reaction SMILES: O1CC1COC1C2C(C)=NOC=2C=CC=1.Cl.[CH2:17]1[C:26]2[C:21](=[CH:22][CH:23]=[CH:24][CH:25]=2)[CH2:20][CH2:19][CH:18]1[NH:27]CC(O)COC1C2C(C)=NOC=2C=CC=1>C(O)C>[NH2:27][CH:18]1[CH2:19][CH2:20][C:21]2[C:26](=[CH:25][CH:24]=[CH:23][CH:22]=2)[CH2:17]1 |f:1.2|. Procedure details: Following the procedure of Example 27, but starting from 4-(2,3-epoxypropoxy)-3-methyl-1,2-benzisoxazole (20.5 g) (DE-2,711,382) and 2-aminotetralin (14.82 g) in absolute ethanol (150 ml), N-(1,2,3,4-tetrahydronaphth-2-yl)-2-hydroxy-3-(3-methyl-1,2-benzisoxazol-4-yloxy)propanamine hydrochloride is obtained ((i), R=H, Ar=radical 59, and the chain is attached to position 2 of the tetralin moiety). Starting materials: FC=1C=C(C(=O)NC2=CC=C3C(=C(OC(=O)C3=C2)OCCC)Cl)C=CC1 (7-(3-fluorobenzoyl)amino-4-chloro-3-propoxyisocoumarin), COC1=CC=C(C(=O)NC2=CC=C3C(=C(OC(=O)C3=C2)OCCC)Cl)C=C1 (7-(4-methoxybenzoyl)amino-4-chloro-3-propoxyisocoumarin), FC(C(C(=O)NC1=CC=C2C(=C(OC(=O)C2=C1)OCC)Cl)(F)F)(C(F)(F)F)F (7-heptafluorobutyroylamino-4-chloro-3-ethoxyisocoumarin), FC(C(C(=O)NC1=CC=C2C(=C(OC(=O)C2=C1)OCCBr)Cl)(F)F)(C(F)(F)F)F (7-heptafluorobutyroylamino-4-chloro-3-(2-bromoethoxy)isocoumarin), FC=1C=C(C(=O)NC2=CC=C3C(=C(OC(=O)C3=C2)OCCBr)Cl)C=CC1 (7-(3-fluorobenzoyl)amino-4-chloro-3-(2-bromoethoxy)isocoumarin), [N+](=O)([O-])C=1C=C(C(=O)NC2=CC=C3C(=C(OC(=O)C3=C2)OCCBr)Cl)C=CC1 (7-(3-nitrobenzoyl)amino-4-chloro-3-(2-bromoethoxy)isocoumarin), C1(=CC=CC=C1)CS(=O)(=O)NC1=CC=C2C(=C(OC(=O)C2=C1)OCCBr)Cl (7-(α-toluenesulfonyl)amino-4-chloro-3-(2-bromoethoxy)isocoumarin). Yields the product FC(C(C(=O)NC1=CC=C2C(=C(OC(=O)C2=C1)OC)Cl)(F)F)(C(F)(F)F)F (7-Heptafluorobutyroylamino-4-Chloro-3-Methoxyisocoumarin). As a reaction SMILES: FC1C=C(C=CC=1)C(NC1C=C2C(C(Cl)=C(OCCC)OC2=O)=CC=1)=O.COC1C=CC(C(NC2C=C3C(C(Cl)=C(OCCC)OC3=O)=CC=2)=O)=CC=1.[F:54][C:55]([F:81])([C:77]([F:80])([F:79])[F:78])[C:56]([F:76])([F:75])[C:57]([NH:59][C:60]1[CH:70]=[C:69]2[C:63]([C:64]([Cl:74])=[C:65]([O:71][CH2:72]C)[O:66][C:67]2=[O:68])=[CH:62][CH:61]=1)=[O:58].FC(F)(C(F)(F)F)C(F)(F)C(NC1C=C2C(C(Cl)=C(OCCBr)OC2=O)=CC=1)=O.FC1C=C(C=CC=1)C(NC1C=C2C(C(Cl)=C(OCCBr)OC2=O)=CC=1)=O.[N+](C1C=C(C=CC=1)C(NC1C=C2C(C(Cl)=C(OCCBr)OC2=O)=CC=1)=O)([O-])=O.C1(CS(NC2C=C3C(C(Cl)=C(OCCBr)OC3=O)=CC=2)(=O)=O)C=CC=CC=1>>[F:81][C:55]([F:54])([C:77]([F:78])([F:79])[F:80])[C:56]([F:75])([F:76])[C:57]([NH:59][C:60]1[CH:70]=[C:69]2[C:63]([C:64]([Cl:74])=[C:65]([O:71][CH3:72])[O:66][C:67]2=[O:68])=[CH:62][CH:61]=1)=[O:58]. Reported procedure: 7-(3-fluorobenzoyl)amino-4-chloro-3-propoxyisocoumarin, 7-(4-methoxybenzoyl)amino-4-chloro-3-propoxyisocoumarin, 7-heptafluorobutyroylamino-4-chloro-3-ethoxyisocoumarin, 7-heptafluorobutyroylamino-4-chloro-3-(2-bromoethoxy)isocoumarin, 7-(3-fluorobenzoyl)amino-4-chloro-3-(2-bromoethoxy)isocoumarin, 7-(3-nitrobenzoyl)amino-4-chloro-3-(2-bromoethoxy)isocoumarin, 7-(α-toluenesulfonyl)amino-4-chloro-3-(2-bromoethoxy)isocoumarin can be prepared by the same procedure.